Dataset: the Open Reaction Database (ORD), a public repository of structured organic reaction records. Task: describe an organic reaction: reactants, conditions, products, and yield Reactants: CC(C)(C)C1=NC(=NC(=C1OCOCCOC)C(C)(C)C)CC(O)C=1C=NC=CC1 (4,6-bis(1,1-dimethylethyl)-5-[(2-methoxyethoxy)methoxy]-α-(3 -pyridinyl)-2-pyrimidineethanol), C(C)(=O)[O-].[Na+] (sodium acetate), C(C)(=O)OC(C)=O (acetic anhydride). The solvent is C1(=CC=CC=C1)C (toluene). Conditions: temperature 190 celsius. Product: CC(C)(C)C1=NC(=NC(=C1O)C(C)(C)C)C=CC=1C=NC=CC1 (4,6-bis(1,1-dimethylethyl)-2-[[2-(3-pyridinyl)]ethenyl]-5-pyrimidinol). The yield is 49.8%. Reaction SMILES: [CH3:1][C:2]([C:5]1[C:10]([O:11]COCCOC)=[C:9]([C:18]([CH3:21])([CH3:20])[CH3:19])[N:8]=[C:7]([CH2:22][CH:23]([C:25]2[CH:26]=[N:27][CH:28]=[CH:29][CH:30]=2)O)[N:6]=1)([CH3:4])[CH3:3].C([O-])(=O)C.[Na+].C(OC(=O)C)(=O)C>C1(C)C=CC=CC=1>[CH3:21][C:18]([C:9]1[C:10]([OH:11])=[C:5]([C:2]([CH3:1])([CH3:3])[CH3:4])[N:6]=[C:7]([CH:22]=[CH:23][C:25]2[CH:26]=[N:27][CH:28]=[CH:29][CH:30]=2)[N:8]=1)([CH3:19])[CH3:20] |f:1.2|. Procedure details: A mixture of 4,6-bis(1,1-dimethylethyl)-5-[(2-methoxyethoxy)methoxy]-α-(3 -pyridinyl)-2-pyrimidineethanol (350 mg), sodium acetate (10 g) and acetic anhydride (7 mL) in toluene (100 mL) is heated at reflux for 8 hours. The reaction mixture is cooled and the solvent is evaporated. Dichlorobenzene (30 mL) is added and the reaction mixture is heated at 190° C. for 30 minutes. The reaction mixture is cooled and partitioned between ethyl acetate and water. The aqueous layer is adjusted to pH 4 with 1... Reactants: [Br-], C1CCOC1, CCOC(C)=O, O=C=Nc1ccc(F)cc1, [K+], Nc1nc(Nc2ccc(Cl)cc2)sc1C(=O)c1ccc(Cl)cc1Cl, NC(N)=O. Product: O=C(Nc1ccc(F)cc1)Nc1nc(Nc2ccc(Cl)cc2)sc1C(=O)c1ccc(Cl)cc1Cl. Reaction SMILES: [Br-:25].[CH2:47]1[O:48][CH2:49][CH2:50][CH2:51]1.[CH3:27][CH2:28][O:29][C:30](=[O:31])[CH3:32].[F:37][c:38]1[cH:39][cH:40][c:41]([N:44]=[C:45]=[O:46])[cH:42][cH:43]1.[K+:26].[NH2:1][c:2]1[n:3][c:4]([NH:17][c:18]2[cH:19][cH:20][c:21]([Cl:24])[cH:22][cH:23]2)[s:5][c:6]1[C:7](=[O:8])[c:9]1[c:10]([Cl:16])[cH:11][c:12]([Cl:15])[cH:13][cH:14]1.[NH2:33][C:34](=[O:35])[NH2:36]>>[NH:1]([c:2]1[n:3][c:4]([NH:17][c:18]2[cH:19][cH:20][c:21]([Cl:24])[cH:22][cH:23]2)[s:5][c:6]1[C:7](=[O:8])[c:9]1[c:10]([Cl:16])[cH:11][c:12]([Cl:15])[cH:13][cH:14]1)[C:45]([NH:44][c:41]1[cH:40][cH:39][c:38]([F:37])[cH:43][cH:42]1)=[O:46]. Reactants: CN(C)CC1(NC(OC1)=O)C (4-((dimethylamino)methyl)-4-methyloxazolidin-2-one), C(CC)I (propyl iodide), Cl (HCl), C([O-])([O-])=O.[K+].[K+] (Potassium carbonate). Reagents/catalysts: [Ag-]=O (Silver (I) oxide). Run in CCO (EtOH), O (H2O). Reaction conditions: temperature 50 celsius, time 6 hour. The product is [Cl-].C[N+](CCC)(CC1(NC(OC1)=O)C)C (N,N-Dimethyl-N-((4-methyl-2-oxooxazolidin-4-yl)methyl)propan-1-aminium chloride). RXN SMILES: [CH3:1][N:2]([CH2:4][C:5]1([CH3:11])[CH2:9][O:8][C:7](=[O:10])[NH:6]1)[CH3:3].[CH2:12](I)[CH2:13][CH3:14].C(=O)([O-])[O-].[K+].[K+].[ClH:22]>CCO.O.[Ag-]=O>[Cl-:22].[CH3:1][N+:2]([CH3:3])([CH2:4][C:5]1([CH3:11])[CH2:9][O:8][C:7](=[O:10])[NH:6]1)[CH2:12][CH2:13][CH3:14] |f:2.3.4,9.10|. Reported procedure: A solution of 4-((dimethylamino)methyl)-4-methyloxazolidin-2-one (1.03 g, 6.51 mmol) in EtOH (5 ml) was added propyl iodide (2.5 ml, 26 mmol) in a sealed tube was heated to 50° C. for 16 h, then 70° C. for 6 h, then cooled to RT. Potassium carbonate (300 mg, 2.1 mmol) was added, and the solution was heated to 70° C. for an additional 20 h, cooled to RT, and diluted with H2O (10 ml). Silver (I) oxide (850 mg, 3.67 mmol) was added, and stirred for 30 min, and then 6.0 M HCl (˜400 ul) added until t... Reactants: C1CCOC1, O=C=Nc1cccc(F)c1, CCOC(=O)n1nc(N)c2c1C(C)(C)N(C(=O)OC(C)(C)C)C2. The product is CCOC(=O)n1nc(NC(=O)Nc2cccc(F)c2)c2c1C(C)(C)N(C(=O)OC(C)(C)C)C2. RXN SMILES: [CH2:34]1[O:35][CH2:36][CH2:37][CH2:38]1.[F:24][c:25]1[cH:26][c:27]([N:31]=[C:32]=[O:33])[cH:28][cH:29][cH:30]1.[NH2:1][c:2]1[c:3]2[c:4]([n:5]([C:7](=[O:8])[O:9][CH2:10][CH3:11])[n:6]1)[C:12]([CH3:22])([CH3:23])[N:13]([C:15](=[O:16])[O:17][C:18]([CH3:19])([CH3:20])[CH3:21])[CH2:14]2>>[NH:1]([c:2]1[c:3]2[c:4]([n:5]([C:7](=[O:8])[O:9][CH2:10][CH3:11])[n:6]1)[C:12]([CH3:22])([CH3:23])[N:13]([C:15](=[O:16])[O:17][C:18]([CH3:19])([CH3:20])[CH3:21])[CH2:14]2)[C:32]([NH:31][c:27]1[cH:26][c:25]([F:24])[cH:30][cH:29][cH:28]1)=[O:33]. Reactants: CC(C)(C)NS(=O)(=O)C1=CN(C=C1)[Si](C(C)C)(C(C)C)C(C)C (N-(1,1-dimethylethyl)-1-[tris(1-methylethyl)sily]-1H-pyrrole-3-sulfonamide), [F-].C(CCC)[N+](CCCC)(CCCC)CCCC.C1CCOC1 (tetrabutylammonium fluoride THF), C(C)(=O)O (acetic acid). Solvent: C1CCOC1 (THF). Conditions: time 30 minute. Yields the product CC(C)(C)NS(=O)(=O)C1=CNC=C1 (N-(1,1-Dimethylethyl)-1H-pyrrole-3-sulfonamide). The yield is 81.0%. As a reaction SMILES: [CH3:1][C:2]([NH:5][S:6]([C:9]1[CH:13]=[CH:12][N:11]([Si](C(C)C)(C(C)C)C(C)C)[CH:10]=1)(=[O:8])=[O:7])([CH3:4])[CH3:3].[F-].C([N+](CCCC)(CCCC)CCCC)CCC.C1COCC1.C(O)(=O)C>C1COCC1>[CH3:4][C:2]([NH:5][S:6]([C:9]1[CH:13]=[CH:12][NH:11][CH:10]=1)(=[O:8])=[O:7])([CH3:1])[CH3:3] |f:1.2.3|. Procedure: A solution of N-(1,1-dimethylethyl)-1-[tris(1-methylethyl)sily]-1H-pyrrole-3-sulfonamide (1.7 g, 4.7 mmol) in 25 mL THF was treated with 5.2 mL of 1M tetrabutylammonium fluoride/THF solution, followed by 0.3 mL of acetic acid. After stirring 30 minutes at room temperature, the reaction mixture was filtered through silica with THF rinse, and the filtrate stripped. The solid residue was triturated with hexanes to afford 0.77 g of tan solids, m.p. 145°-147° C. dec. Starting materials: CC(=O)Nc1ccc2c(c1)CCC(CC(N)=O)C2=O, CC(=O)NC1CC2CC(=O)NN=C2c2ccccc21. The product is CC(=O)Nc1ccc2c(c1)CCC1CC(=O)NN=C21. RXN SMILES: [C:1]([CH3:2])(=[O:3])[NH:4][c:5]1[cH:6][c:7]2[c:12]([cH:13][cH:14]1)[C:11](=[O:15])[CH:10]([CH2:16][C:17](=[O:18])[NH2:19])[CH2:9][CH2:8]2.[C:20]([NH:23][CH:21]1[c:22]2[cH:24][cH:25][cH:26][cH:27][c:28]2[C:29]2=[N:35][NH:34][C:32](=[O:33])[CH2:31][CH:30]2[CH2:36]1)(=[O:37])[CH3:38]>>[C:1]([CH3:2])(=[O:3])[NH:4][c:5]1[cH:6][c:7]2[c:12]([cH:13][cH:14]1)[C:11]1=[N:23][NH:19][C:17](=[O:18])[CH2:16][CH:10]1[CH2:9][CH2:8]2.